This data is from the Open Reaction Database (ORD), a public repository of structured organic reaction records. The task is: describe an organic reaction: reactants, conditions, products, and yield Reaction conditions: time 1 hour. The product is C(=O)(OC)C=1N(S(C2=C(C1O)SC1=C2C=CC=C1)(=O)=O)CC1=CC=C(C=C1)OC (3-carbomethoxy-4-hydroxy-2-(4-methoxybenzyl)-2H-[1]benzothieno[2,3-e]-1,2-thiazine 1,1-dioxide). Run in paraffin, CN(C=O)C (dimethylformamide), CN(C=O)C (dimethylformamide). As a reaction SMILES: [C:1]([C:5]1[NH:6][S:7](=[O:20])(=[O:19])[C:8]2[C:14]3[CH:15]=[CH:16][CH:17]=[CH:18][C:13]=3[S:12][C:9]=2[C:10]=1[OH:11])([O:3][CH3:4])=[O:2].[H-].[Na+].[CH3:23][O:24][C:25]1[CH:32]=[CH:31][C:28]([CH2:29]Br)=[CH:27][CH:26]=1.Cl>CN(C)C=O>[C:1]([C:5]1[N:6]([CH2:29][C:28]2[CH:31]=[CH:32][C:25]([O:24][CH3:23])=[CH:26][CH:27]=2)[S:7](=[O:20])(=[O:19])[C:8]2[C:14]3[CH:15]=[CH:16][CH:17]=[CH:18][C:13]=3[S:12][C:9]=2[C:10]=1[OH:11])([O:3][CH3:4])=[O:2] |f:1.2|. The reactants are C(=O)(OC)C=1NS(C2=C(C1O)SC1=C2C=CC=C1)(=O)=O (3-carbomethoxy-4-hydroxy-2H-[1]benzothieno[2,3-e]-1,2-thiazine 1,1-dioxide), [H-].[Na+] (sodium hydride), Cl (hydrochloric acid), COC1=CC=C(CBr)C=C1 (4-methoxybenzyl bromide). Reported procedure: 935 mg. of 3-carbomethoxy-4-hydroxy-2H-[1]benzothieno[2,3-e]-1,2-thiazine 1,1-dioxide are dissolved in 10 ml. of absolute dimethylformamide and 290 mg. of a 55% sodium hydride dispersion in paraffin are added. The suspension is stirred at room temperature for 1 hour. Then, a solution of 730 mg. of 4-methoxybenzyl bromide in 5 ml. of absolute dimethylformamide is added dropwise within 30 minutes, the mixture is stirred at room temperature for a further 3 hours and then poured into 100 ml. of ice-... Starting materials: CC(=O)OCC1OC(N=C=S)C(OC(C)=O)C(OC(C)=O)C1OC(C)=O, Cn1c(N)cc(=O)n(C)c1=O, Cc1ccccc1C. Yields the product CC(=O)OCC1OC(NC(=S)Nc2cc(=O)n(C)c(=O)n2C)C(OC(C)=O)C(OC(C)=O)C1OC(C)=O. RXN SMILES: [C:1]([CH3:2])(=[O:3])[O:4][CH:5]1[CH:6]([N:24]=[C:25]=[S:26])[O:7][CH:8]([CH2:19][O:20][C:21]([CH3:22])=[O:23])[CH:9]([O:15][C:16]([CH3:17])=[O:18])[CH:10]1[O:11][C:12]([CH3:13])=[O:14].[NH2:27][c:28]1[cH:29][c:30](=[O:37])[n:31]([CH3:36])[c:32](=[O:35])[n:33]1[CH3:34].[c:38]1([CH3:39])[c:40]([CH3:41])[cH:42][cH:43][cH:44][cH:45]1>>[C:1]([CH3:2])(=[O:3])[O:4][CH:5]1[CH:6]([NH:24][C:25](=[S:26])[NH:27][c:28]2[cH:29][c:30](=[O:37])[n:31]([CH3:36])[c:32](=[O:35])[n:33]2[CH3:34])[O:7][CH:8]([CH2:19][O:20][C:21]([CH3:22])=[O:23])[CH:9]([O:15][C:16]([CH3:17])=[O:18])[CH:10]1[O:11][C:12]([CH3:13])=[O:14].